From a dataset of the Open Reaction Database (ORD), a public repository of structured organic reaction records. describe an organic reaction: reactants, conditions, products, and yield Reactants: [H][H] (hydrogen), NC1=NC(=C(C(=C1[N+](=O)[O-])C)Br)C (2-amino-5-bromo-3-nitro-4,6-lutidine), BrC=1C(=C(C(=NC1C)N)N)C (5-bromo-2,3-diamino-4,6-lutidine), [OH-].[NH4+] (ammonium hydroxide), C(CC)(=O)O (propionic acid), bromo-diamino, NC1=NC(=CC(=C1N)C)C (2,3-diamino-4,6-lutidine), C(CC)(=O)O (Propionic acid). Run in O (water). Reaction conditions: temperature 40 celsius, time 1 hour. The product is CC1=CC(=C2C(=N1)N=C(N2)CC)C (5,7-dimethyl-2-ethylimidazo[4,5-b]pyridine). Yield: 78.0%. As a reaction SMILES: [H][H].[NH2:3][C:4]1[C:9]([NH2:10])=[C:8]([CH3:11])[CH:7]=[C:6]([CH3:12])[N:5]=1.Br[C:14]1[C:15](C)=C(N)C(N)=N[C:19]=1C.NC1C([N+]([O-])=O)=C(C)C(Br)=C(C)N=1.C(O)(=O)CC.[OH-].[NH4+]>O>[CH3:12][C:6]1[N:5]=[C:4]2[N:3]=[C:19]([CH2:14][CH3:15])[NH:10][C:9]2=[C:8]([CH3:11])[CH:7]=1 |f:5.6|. Procedure details: 2-Amino-5-bromo-3-nitro-4,6-lutidine (5, 57.2 g at 87% purity, 0.204 mole) is charged to a vessel containing 4% aqueous sodium hydroxide (500 ml, 0.5 mole) and THF (100 mL). 5% Palladium on carbon (1.0 g) is added and the slurry is hydrogenated in a glass bottle on a Parr shaker at 40 psi hydrogen at 25° C. until the theoretical amount of hydrogen is consumed. Addition of the bromo-nitro-lutidine (5) should be made after the THF and aqueous NaOH have been premixed. This prevents the formation of... Reactants: C1CCOC1, CC(=O)O, O, CCOC(=O)C(CC=C1CCOCC1)N=C(c1ccccc1)c1ccccc1. Product: CCOC(=O)C(N)CC=C1CCOCC1. As a reaction SMILES: [CH2:34]1[O:35][CH2:36][CH2:37][CH2:38]1.[CH3:30][C:31](=[O:32])[OH:33].[OH2:29].[c:1]1([C:2]([c:3]2[cH:4][cH:5][cH:6][cH:7][cH:8]2)=[N:14][CH:15]([C:16](=[O:17])[O:18][CH2:19][CH3:20])[CH2:21][CH:22]=[C:23]2[CH2:24][CH2:25][O:26][CH2:27][CH2:28]2)[cH:9][cH:10][cH:11][cH:12][cH:13]1>>[NH2:14][CH:15]([C:16](=[O:17])[O:18][CH2:19][CH3:20])[CH2:21][CH:22]=[C:23]1[CH2:24][CH2:25][O:26][CH2:27][CH2:28]1. Reactants: ClC=1C(=NN(C1OC(F)F)C)CC1=C(C(=C(C=C1)O)Cl)Cl (4-[(4-chloro-5-difluoromethoxy-1-methyl-1H-pyrazol-3-yl)methyl]-2,3-dichlorophenol), C([O-])([O-])=O.[K+].[K+] (potassium carbonate), [I-].[K+] (potassium iodide), BrCC(=O)OC (methyl bromoacetate). As a reaction SMILES: [Cl:1][C:2]1[C:3]([CH2:12][C:13]2[CH:18]=[CH:17][C:16]([OH:19])=[C:15]([Cl:20])[C:14]=2[Cl:21])=[N:4][N:5]([CH3:11])[C:6]=1[O:7][CH:8]([F:10])[F:9].C(=O)([O-])[O-].[K+].[K+].[I-].[K+].Br[CH2:31][C:32]([O:34][CH3:35])=[O:33]>CN(C)C=O.O>[Cl:1][C:2]1[C:3]([CH2:12][C:13]2[CH:18]=[CH:17][C:16]([O:19][CH2:31][C:32]([O:34][CH3:35])=[O:33])=[C:15]([Cl:20])[C:14]=2[Cl:21])=[N:4][N:5]([CH3:11])[C:6]=1[O:7][CH:8]([F:9])[F:10] |f:1.2.3,4.5|. Procedure: A solution of 0.6 g (1.7 mmol) of 4-[(4-chloro-5-difluoromethoxy-1-methyl-1H-pyrazol-3-yl)methyl]-2,3-dichlorophenol, 0.35 g (2.5 mmol) of potassium carbonate, 0.42 g (2.5 mmol) of potassium iodide and 0.39 g (2.5 mmol) of methyl bromoacetate in 30 ml of dimethylformamide was stirred for 16 hours and then admixed with 20 ml of water. The aqueous phase was subsequently extracted with 100 ml of diethyl ether. The extract was washed with water, dried over sodium sulfate and finally concentrated. Yi... Solvent: CN(C=O)C (dimethylformamide), O (water). Yields the product ClC=1C(=NN(C1OC(F)F)C)CC1=C(C(=C(OCC(=O)OC)C=C1)Cl)Cl (Methyl 4-[(4-chloro-5-difluoromethoxy-1-methyl-1H-pyrazol-3-yl)-methyl]-2,3-dichlorophenoxyacetate). The reactants are C(CCO)O (1,3-propanediol), C(C1=CC=CC=C1)(C1=CC=CC=C1)(C1=CC=CC=C1)Cl (trityl chloride). Run in N1=CC=CC=C1 (pyridine). Run at time 18 hour. Product: C(C1=CC=CC=C1)(C1=CC=CC=C1)(C1=CC=CC=C1)OCCCO (3-trityloxy-1-propanol). Yield: 52.7%. As a reaction SMILES: [CH2:1]([OH:5])[CH2:2][CH2:3][OH:4].[C:6](Cl)([C:19]1[CH:24]=[CH:23][CH:22]=[CH:21][CH:20]=1)([C:13]1[CH:18]=[CH:17][CH:16]=[CH:15][CH:14]=1)[C:7]1[CH:12]=[CH:11][CH:10]=[CH:9][CH:8]=1>N1C=CC=CC=1>[C:6]([O:4][CH2:3][CH2:2][CH2:1][OH:5])([C:7]1[CH:12]=[CH:11][CH:10]=[CH:9][CH:8]=1)([C:19]1[CH:20]=[CH:21][CH:22]=[CH:23][CH:24]=1)[C:13]1[CH:14]=[CH:15][CH:16]=[CH:17][CH:18]=1. Reported procedure: To a solution of 76 g of 1,3-propanediol in 0.5 1 of pyridine, cooled to 0° C., were added 278 g of trityl chloride. The mixture was stirred at room temperature for 18 hours, and then the solvent was evaporated in vacuo. The residue was taken up in 600 ml of ethyl acetate. Unsoluble material was filtered off, and the filtrate was washed with 100 ml portions of 3N hydrochloric acid, water, 5% sodium bicarbonate solution and brine. The organic layer was dried over sodium sulfate and evaporated in ... Reactants: [Mg] (magnesium), Grignard reagent, Grignard reagent, II (iodine), C(C)C(CBr)CC (2-Ethylbutylbromide), C(CCCCC)[Si](Cl)(Cl)Cl (n-hexyltrichlorosilane). The solvent is C(C)OCC (diethyl ether), CCCCCC (Hexane), O1CCCC1 (tetrahydrofuran). Yields the product C(CCCCC)[Si](Cl)(Cl)CC(CC)CC (n-hexyl(2-ethylbutyl)dichlorosilane). As a reaction SMILES: [Mg].II.[CH2:4]([CH:6]([CH2:9][CH3:10])[CH2:7]Br)[CH3:5].[CH2:11]([Si:17](Cl)([Cl:19])[Cl:18])[CH2:12][CH2:13][CH2:14][CH2:15][CH3:16]>O1CCCC1.CCCCCC.C(OCC)C>[CH2:11]([Si:17]([CH2:7][CH:6]([CH2:9][CH3:10])[CH2:4][CH3:5])([Cl:19])[Cl:18])[CH2:12][CH2:13][CH2:14][CH2:15][CH3:16]. Reported procedure: Anhydrous diethyl ether (100 mL) was put into a reactor with magnesium (5.0 g, 0.21 mol) which had been dehydrated and deaerated, followed by charging of argon gas. A small amount of iodine was slowly added to the mixture. 2-Ethylbutylbromide (29.5 g, 0.18 mol) was added dropwise to the slowly stirred mixture so that the reaction mixture was gradually refluxed. After the reaction was complete, the obtained Grignard reagent was transferred to a dropping funnel. The Grignard reagent was added drop...